This data is from the Open Reaction Database (ORD), a public repository of structured organic reaction records. The task is: describe an organic reaction: reactants, conditions, products, and yield Reactants: N1CCOCC1 (morpholine), O1C(COC2=NOC(=C2C)C2=CC=CC=C2)C1 (3-(2,3-epoxypropoxy)-4-methyl-5-phenylisoxazole). The solvent is C(C)O (ethanol). Yields the product OC(COC1=NOC(=C1C)C1=CC=CC=C1)CN1CCOCC1 (3-(2-Hydroxy-3-morpholinopropoxy)-4-methyl-5-phenylisoxazole). Isolated yield 90.8%. Reaction SMILES: [NH:1]1[CH2:6][CH2:5][O:4][CH2:3][CH2:2]1.[O:7]1[CH2:23][CH:8]1[CH2:9][O:10][C:11]1[C:15]([CH3:16])=[C:14]([C:17]2[CH:22]=[CH:21][CH:20]=[CH:19][CH:18]=2)[O:13][N:12]=1>C(O)C>[OH:7][CH:8]([CH2:23][N:1]1[CH2:6][CH2:5][O:4][CH2:3][CH2:2]1)[CH2:9][O:10][C:11]1[C:15]([CH3:16])=[C:14]([C:17]2[CH:22]=[CH:21][CH:20]=[CH:19][CH:18]=2)[O:13][N:12]=1. Reported procedure: 1.40 g of morpholine was added to a solution of 3.00 g of 3-(2,3-epoxypropoxy)-4-methyl-5-phenylisoxazole (prepared as described in Preparation 3) in 50 ml of ethanol, and the mixture was heated under reflux for 3 hours. At the end of this time, the reaction mixture was concentrated by evaporation under reduced pressure, and the resulting solid residue was recrystallized from diethyl ether, to give 3.75 g (yield 90.7%) of the title compound as a colorless powder, melting at 94°-95° C. Starting materials: O (Water), O.C(C)(C)O (water isopropanol), Cl.BrC1=CC=C(C(=O)N2CCNCC2)C=C1 (1-(4-bromobenzoyl)piperazine hydrochloride), C([O-])([O-])=O.[Na+].[Na+] (sodium carbonate). The reagents and catalysts are BrCCCBr (1,3-dibromopropane). Run in CN(C=O)C (dimethylformamide). Run at temperature 80 celsius, time 6 hour. The product is BrC1=CC=C(C(=O)N2CCN(CC2)CCCN2CCN(CC2)C(C2=CC=C(C=C2)Br)=O)C=C1 (1,3-bis[4-(4-bromobenzoyl)-1-piperazinyl]propane), needles. Isolated yield 95.0%. Reaction SMILES: Cl.[Br:2][C:3]1[CH:16]=[CH:15][C:6]([C:7]([N:9]2[CH2:14][CH2:13][NH:12][CH2:11][CH2:10]2)=[O:8])=[CH:5][CH:4]=1.[C:17](=[O:20])([O-])[O-].[Na+].[Na+].O.O.[CH:25](O)([CH3:27])[CH3:26]>CN(C)C=O.BrCCCBr>[Br:2][C:3]1[CH:16]=[CH:15][C:6]([C:7]([N:9]2[CH2:14][CH2:13][N:12]([CH2:26][CH2:25][CH2:27][N:9]3[CH2:10][CH2:11][N:12]([C:17](=[O:20])[C:6]4[CH:15]=[CH:16][C:3]([Br:2])=[CH:4][CH:5]=4)[CH2:13][CH2:14]3)[CH2:11][CH2:10]2)=[O:8])=[CH:5][CH:4]=1 |f:0.1,2.3.4,6.7|. Procedure details: To a suspension of 66.7 g (0.218 mmol) of the 1-(4-bromobenzoyl)piperazine hydrochloride prepared in Preparation Example 1 in dimethylformamide (223 mL) were added 11.3 mL (98% purity, 0.109 mmol) of 1,3-dibromopropane and 33.5 g (0.316 mmol) of sodium carbonate. The mixture was stirred for 6 hours at 80° C. Water (670 mL) was added to the reaction mixture with stirring at 80° C. and the mixture was stirred for 0.5 hour at the same temperature and for 1.5 hours at 20° C. The precipitates were co... Reaction SMILES: [CH3:1][O:2][C:3]1[C:7]([C:8]2[CH:13]=[CH:12][CH:11]=[CH:10][C:9]=2[N+:14]([O-])=O)=[C:6]([CH2:17]Br)[O:5][N:4]=1.[Cl:19][Sn]Cl>CO.Cl>[CH3:1][O:2][C:3]1[C:7]([C:8]2[CH:13]=[CH:12][CH:11]=[CH:10][C:9]=2[NH2:14])=[C:6]([CH2:17][Cl:19])[O:5][N:4]=1. Starting materials: COC1=NOC(=C1C1=C(C=CC=C1)[N+](=O)[O-])CBr (3-methoxy-4-(o-nitrophenyl)-5-bromomethylisoxazole), Cl[Sn]Cl (SnCl2). Product: COC1=NOC(=C1C1=C(C=CC=C1)N)CCl (3-methoxy-4-(o-aminophenyl)-5-chloromethylisoxazole). Run at temperature 80 celsius, time 2 hour. The yield is 744.9%. The solvent is CO (MeOH), Cl (HCl). Procedure: To a solution of 12 (0.3 g, 0.9 mmole) in MeOH (7ml) was added carefully a solution of SnCl2 2 H2O (0.72 g, 3.2 mmoles) in concentrated HCl (1 ml). The mixture was stirred at 80° C. for 21/2 hours and the solvent was evaporated. The residue was dissolved in an ice cooled solution of sodium hydroxyde (20 ml, 10N) and extracted with CHCl2. The combined organic extracts were dried, filtered and evaporated to give TLC pure 13 (1.6 g, 95%) as a yellow oil. CC (silica gel: 30 g; eluent: CH2Cl2) afford... The reactants are COC(CN1CCN(CC1)C1=NC(=CC=C1)OCCCN(CC(C1=CC=CC=C1)C1=CC=CC=C1)CC1=C(C(=CC=C1)C(F)(F)F)Cl)=O ([4-(6{-3-[(2-Chloro-3-trifluoromethyl-benzyl)-(2,2-diphenyl-ethyl)-amino]-propoxy}-pyridin-2-yl)-piperazin-1-yl]-acetic acid methyl ester), [Li+].[OH-] (LiOH). The solvent is C1CCOC1 (THF), O (H2O). Reaction conditions: time 24 hour. Yields the product Cl.ClC1=C(CN(CCCOC2=CC=CC(=N2)N2CCN(CC2)CC(=O)O)CC(C2=CC=CC=C2)C2=CC=CC=C2)C=CC=C1C(F)(F)F ([4-(6-{3-[(2-Chloro-3-trifluoromethyl-benzyl)-(2,2-diphenyl-ethyl)-amino]-propoxy}-pyridin-2-yl)-piperazin-1-yl]-acetic acid hydrochloride salt). As a reaction SMILES: C[O:2][C:3](=[O:48])[CH2:4][N:5]1[CH2:10][CH2:9][N:8]([C:11]2[CH:16]=[CH:15][CH:14]=[C:13]([O:17][CH2:18][CH2:19][CH2:20][N:21]([CH2:36][C:37]3[CH:42]=[CH:41][CH:40]=[C:39]([C:43]([F:46])([F:45])[F:44])[C:38]=3[Cl:47])[CH2:22][CH:23]([C:30]3[CH:35]=[CH:34][CH:33]=[CH:32][CH:31]=3)[C:24]3[CH:29]=[CH:28][CH:27]=[CH:26][CH:25]=3)[N:12]=2)[CH2:7][CH2:6]1.[Li+].[OH-]>C1COCC1.O>[ClH:47].[Cl:47][C:38]1[C:39]([C:43]([F:44])([F:45])[F:46])=[CH:40][CH:41]=[CH:42][C:37]=1[CH2:36][N:21]([CH2:22][CH:23]([C:30]1[CH:31]=[CH:32][CH:33]=[CH:34][CH:35]=1)[C:24]1[CH:29]=[CH:28][CH:27]=[CH:26][CH:25]=1)[CH2:20][CH2:19][CH2:18][O:17][C:13]1[N:12]=[C:11]([N:8]2[CH2:7][CH2:6][N:5]([CH2:4][C:3]([OH:48])=[O:2])[CH2:10][CH2:9]2)[CH:16]=[CH:15][CH:14]=1 |f:1.2,5.6|. Reported procedure: To a stirring solution of [4-(6{-3-[(2-Chloro-3-trifluoromethyl-benzyl)-(2,2-diphenyl-ethyl)-amino]-propoxy}-pyridin-2-yl)-piperazin-1-yl]-acetic acid methyl ester (46 mg, 0.07 mmol) in THF (2 ml) and H2O (0.5 ml) was added LiOH (6 mg, 0.13 mmol). The reaction mixture was stirred for 24 h at RT and then concentrated. The aqueous mixture was acidified to pH=3 with 1 N HCl (aq) and extracted with EtOAc (three times). The organic extracts were dried over Na2SO4, filtered, and concentrated. The free... Reactants: ClC=1C(N(C(=CC1OCC1=C(C=C(C=C1)F)F)C)C1=CC(=NC=C1C)C(=O)OC)=O (methyl 3-chloro-4-[(2,4-difluorobenzyl)oxy]-5′,6-dimethyl-2-oxo-2H-1,4′-bipyridine-2′-carboxylate), [OH-].[Na+] (NaOH), C(C)(=O)O (acetic acid). Run in O1CCOCC1 (dioxane). Run at temperature 60 celsius. The product is ClC=1C(N(C(=CC1OCC1=C(C=C(C=C1)F)F)C)C1=CC(=NC=C1C)C(=O)O)=O (3-chloro-4-[(2,4-difluorobenzyl)oxy]-5′,6-dimethyl-2-oxo-2H-1,4′-bipyridine-2′-carboxylic acid). The yield is 63.4%. Reaction SMILES: [Cl:1][C:2]1[C:3](=[O:30])[N:4]([C:19]2[C:24]([CH3:25])=[CH:23][N:22]=[C:21]([C:26]([O:28]C)=[O:27])[CH:20]=2)[C:5]([CH3:18])=[CH:6][C:7]=1[O:8][CH2:9][C:10]1[CH:15]=[CH:14][C:13]([F:16])=[CH:12][C:11]=1[F:17].[OH-].[Na+].C(O)(=O)C>O1CCOCC1>[Cl:1][C:2]1[C:3](=[O:30])[N:4]([C:19]2[C:24]([CH3:25])=[CH:23][N:22]=[C:21]([C:26]([OH:28])=[O:27])[CH:20]=2)[C:5]([CH3:18])=[CH:6][C:7]=1[O:8][CH2:9][C:10]1[CH:15]=[CH:14][C:13]([F:16])=[CH:12][C:11]=1[F:17] |f:1.2|. Reported procedure: A mixture of methyl 3-chloro-4-[(2,4-difluorobenzyl)oxy]-5′,6-dimethyl-2-oxo-2H-1,4′-bipyridine-2′-carboxylate (0.13 g, 0.3 mmol) and 1.5 N NaOH (0.25 mL, 0.375 mmol) in dioxane (0.25 mL) was heated at 60° C. for 1 h and stirred at room temperature for an additional hr. The reaction mixture was acidified with acetic acid, and extracted with ethyl acetate (2×15 mL). The combined organic extract were washed with water and concentrated under reduced pressure to give the title compound as a white po... As a reaction SMILES: [CH2:12]([Cl:13])[CH2:14][Cl:15].[CH2:26]([CH3:27])[N:28]([CH2:29][CH3:30])[CH2:31][CH2:32][NH2:33].[CH:1](=[O:2])[c:3]1[c:4]([CH3:11])[cH:5][c:6]([C:8](=[O:9])[OH:10])[nH:7]1.[O:34]=[CH:35][N:36]([CH3:37])[CH3:38].[OH:16][n:17]1[c:18]2[cH:19][cH:20][cH:21][cH:22][c:23]2[n:24][n:25]1>>[CH:1](=[O:2])[c:3]1[c:4]([CH3:11])[cH:5][c:6]([C:8](=[O:10])[NH:33][CH2:32][CH2:31][N:28]([CH2:26][CH3:27])[CH2:29][CH3:30])[nH:7]1. Yields the product CCN(CC)CCNC(=O)c1cc(C)c(C=O)[nH]1. Starting materials: ClCCCl, CCN(CC)CCN, Cc1cc(C(=O)O)[nH]c1C=O, CN(C)C=O, On1nnc2ccccc21.